describe an organic reaction: reactants, conditions, products, and yield From a dataset of the Open Reaction Database (ORD), a public repository of structured organic reaction records. The reactants are FC(F)(F)c1cc(-c2ccc(Cl)cc2)cc(-c2cccc(Br)c2)n1, CC1(C)OB(c2ccc(N)nc2)OC1(C)C. Yields the product Nc1ccc(-c2cccc(-c3cc(-c4ccc(Cl)cc4)cc(C(F)(F)F)n3)c2)cn1. RXN SMILES: [Br:1][c:2]1[cH:3][c:4](-[c:8]2[n:9][c:10]([C:21]([F:22])([F:23])[F:24])[cH:11][c:12](-[c:14]3[cH:15][cH:16][c:17]([Cl:20])[cH:18][cH:19]3)[cH:13]2)[cH:5][cH:6][cH:7]1.[NH2:25][c:26]1[n:27][cH:28][c:29]([B:32]2[O:33][C:34]([CH3:35])([CH3:36])[C:37]([CH3:38])([CH3:39])[O:40]2)[cH:30][cH:31]1>>[c:2]1(-[c:29]2[cH:28][n:27][c:26]([NH2:25])[cH:31][cH:30]2)[cH:3][c:4](-[c:8]2[n:9][c:10]([C:21]([F:22])([F:23])[F:24])[cH:11][c:12](-[c:14]3[cH:15][cH:16][c:17]([Cl:20])[cH:18][cH:19]3)[cH:13]2)[cH:5][cH:6][cH:7]1. The reactants are CO, Clc1nccnc1Cl, [Na], O. Product: COc1nccnc1Cl. As a reaction SMILES: [CH3:10][OH:11].[Cl:1][c:2]1[n:3][cH:4][cH:5][n:6][c:7]1[Cl:8].[Na:9].[OH2:12]>>[Cl:1][c:2]1[n:3][cH:4][cH:5][n:6][c:7]1[O:11][CH3:10]. Starting materials: C1CCOC1, O=C1c2ccccc2C(=O)N1c1ccn(Cc2ccc(I)cc2C(F)(F)F)n1, NN, O. Product: Nc1ccn(Cc2ccc(I)cc2C(F)(F)F)n1. RXN SMILES: [CH2:32]1[O:33][CH2:34][CH2:35][CH2:36]1.[I:1][c:2]1[cH:3][c:4]([C:25]([F:26])([F:27])[F:28])[c:5]([CH2:8][n:9]2[n:10][c:11]([N:14]3[C:15](=[O:16])[c:17]4[c:18]([cH:19][cH:20][cH:21][cH:22]4)[C:23]3=[O:24])[cH:12][cH:13]2)[cH:6][cH:7]1.[NH2:30][NH2:31].[OH2:29]>>[I:1][c:2]1[cH:3][c:4]([C:25]([F:26])([F:27])[F:28])[c:5]([CH2:8][n:9]2[n:10][c:11]([NH2:14])[cH:12][cH:13]2)[cH:6][cH:7]1. Reactants: Cl (hydrochloric acid), BrC1=C(C#N)C=C(C=C1)F (2-bromo-5-fluorobenzonitrile), C(C)[S-].[Na+] (sodium ethanethiolate), C(C)(C)N(C(C)C)CC (N,N-diisopropylethylamine). The reagents and catalysts are C=1C=CC(=CC1)/C=C/C(=O)/C=C/C2=CC=CC=C2.C=1C=CC(=CC1)/C=C/C(=O)/C=C/C2=CC=CC=C2.C=1C=CC(=CC1)/C=C/C(=O)/C=C/C2=CC=CC=C2.[Pd].[Pd] (Pd2(dba)3), CC1(C2=C(C(=CC=C2)P(C3=CC=CC=C3)C4=CC=CC=C4)OC5=C(C=CC=C51)P(C6=CC=CC=C6)C7=CC=CC=C7)C (Xantphos). The solvent is C1(=CC=CC=C1)C (toluene). Product: C(C)SC1=C(C#N)C=C(C=C1)F (2-(ethylsulfanyl)-5-fluorobenzonitrile). Yield: 40.0%. Reaction SMILES: Br[C:2]1[CH:9]=[CH:8][C:7]([F:10])=[CH:6][C:3]=1[C:4]#[N:5].[CH2:11]([S-:13])[CH3:12].[Na+].C(N(CC)C(C)C)(C)C.Cl>C1(C)C=CC=CC=1.C1C=CC(/C=C/C(/C=C/C2C=CC=CC=2)=O)=CC=1.C1C=CC(/C=C/C(/C=C/C2C=CC=CC=2)=O)=CC=1.C1C=CC(/C=C/C(/C=C/C2C=CC=CC=2)=O)=CC=1.[Pd].[Pd].CC1(C)C2C(=C(P(C3C=CC=CC=3)C3C=CC=CC=3)C=CC=2)OC2C(P(C3C=CC=CC=3)C3C=CC=CC=3)=CC=CC1=2>[CH2:11]([S:13][C:2]1[CH:9]=[CH:8][C:7]([F:10])=[CH:6][C:3]=1[C:4]#[N:5])[CH3:12] |f:1.2,6.7.8.9.10|. Procedure: (Step 1) A mixture of 2-bromo-5-fluorobenzonitrile (5.0 g), sodium ethanethiolate (2.31 g), Pd2(dba)3 (114 mg), Xantphos (145 mg) and N,N-diisopropylethylamine (6.46 g) was stirred in toluene (100 ml) at 90° C. for 9 hr under a nitrogen atmosphere. The reaction mixture was treated with 1N hydrochloric acid, and extracted with ethyl acetate. The organic layer was washed with saturated brine, and dried over magnesium sulfate. The solvent was evaporated under reduced pressure. The residue was purif... The reactants are COC(=O)c1cccc(C=C2C=C(c3cccc(O)c3)C(CN(C)C)CC2)c1, CO, Cl, [K+], [OH-]. The product is CN(C)CC1CCC(=Cc2cccc(C(=O)O)c2)C=C1c1cccc(O)c1. As a reaction SMILES: [CH3:1][O:2][C:3]([c:4]1[cH:5][c:6]([CH:10]=[C:11]2[CH:12]=[C:13]([c:21]3[cH:22][c:23]([OH:27])[cH:24][cH:25][cH:26]3)[CH:14]([CH2:17][N:18]([CH3:19])[CH3:20])[CH2:15][CH2:16]2)[cH:7][cH:8][cH:9]1)=[O:28].[CH3:32][OH:33].[ClH:31].[K+:30].[OH-:29]>>[O:2]=[C:3]([c:4]1[cH:5][c:6]([CH:10]=[C:11]2[CH:12]=[C:13]([c:21]3[cH:22][c:23]([OH:27])[cH:24][cH:25][cH:26]3)[CH:14]([CH2:17][N:18]([CH3:19])[CH3:20])[CH2:15][CH2:16]2)[cH:7][cH:8][cH:9]1)[OH:28]. The reactants are N#CN1CCOCC1, Cc1cccc(O)c1, Cl, Cl, Nc1ccccc1CN1CCOCC1. Product: N=C(Nc1ccccc1CN1CCOCC1)N1CCOCC1. RXN SMILES: [C:17](#[N:18])[N:19]1[CH2:20][CH2:21][O:22][CH2:23][CH2:24]1.[CH3:25][c:26]1[cH:27][c:28]([OH:29])[cH:30][cH:31][cH:32]1.[ClH:1].[ClH:2].[NH2:3][c:4]1[c:5]([CH2:6][N:7]2[CH2:8][CH2:9][O:10][CH2:11][CH2:12]2)[cH:13][cH:14][cH:15][cH:16]1>>[NH:3]([c:4]1[c:5]([CH2:6][N:7]2[CH2:8][CH2:9][O:10][CH2:11][CH2:12]2)[cH:13][cH:14][cH:15][cH:16]1)[C:17](=[NH:18])[N:19]1[CH2:20][CH2:21][O:22][CH2:23][CH2:24]1.